From a dataset of the Open Reaction Database (ORD), a public repository of structured organic reaction records. describe an organic reaction: reactants, conditions, products, and yield Starting materials: CS(=O)(=O)CCCN1CCNCC1, CCOc1ccc(C2CC2)cc1C1=NC(C)(c2ccc(Cl)cc2)C(C)(c2ccc(Cl)cc2)N1C(=O)Cl, Cl, Cl. Product: CCOc1ccc(C2CC2)cc1C1=NC(C)(c2ccc(Cl)cc2)C(C)(c2ccc(Cl)cc2)N1C(=O)N1CCN(CCCS(C)(=O)=O)CC1. RXN SMILES: [CH3:39][S:40](=[O:41])(=[O:42])[CH2:43][CH2:44][CH2:45][N:46]1[CH2:47][CH2:48][NH:49][CH2:50][CH2:51]1.[Cl:1][c:2]1[cH:3][cH:4][c:5]([C:8]2([CH3:36])[N:9]=[C:10]([c:24]3[c:25]([O:33][CH2:34][CH3:35])[cH:26][cH:27][c:28]([CH:30]4[CH2:31][CH2:32]4)[cH:29]3)[N:11]([C:21](=[O:22])[Cl:23])[C:12]2([CH3:13])[c:14]2[cH:15][cH:16][c:17]([Cl:20])[cH:18][cH:19]2)[cH:6][cH:7]1.[ClH:37].[ClH:38]>>[Cl:1][c:2]1[cH:3][cH:4][c:5]([C:8]2([CH3:36])[N:9]=[C:10]([c:24]3[c:25]([O:33][CH2:34][CH3:35])[cH:26][cH:27][c:28]([CH:30]4[CH2:31][CH2:32]4)[cH:29]3)[N:11]([C:21](=[O:22])[N:49]3[CH2:48][CH2:47][N:46]([CH2:45][CH2:44][CH2:43][S:40]([CH3:39])(=[O:41])=[O:42])[CH2:51][CH2:50]3)[C:12]2([CH3:13])[c:14]2[cH:15][cH:16][c:17]([Cl:20])[cH:18][cH:19]2)[cH:6][cH:7]1. Starting materials: [H][H] (hydrogen), COC(=O)COC(C1=CC=CC=C1C1(SC(=C(C1)F)[N+](=O)[O-])Cl)=O (2-chloro-4-fluoro-5-nitro-thiolbenzoic acid (methoxycarbonylmethyl) ester). The reagents and catalysts are [Ni] (Raney nickel). Run in O1CCCC1 (tetrahydrofuran). Product: COC(=O)COC(C1=CC=CC=C1C1(SC(=C(C1)F)N)Cl)=O (5-amino-2-chloro-4-fluoro-thiolbenzoic acid (methoxycarbonylmethyl) ester). The yield is 89.9%. As a reaction SMILES: [CH3:1][O:2][C:3]([CH2:5][O:6][C:7](=[O:24])[C:8]1[C:13]([C:14]2([Cl:23])[CH2:18][C:17]([F:19])=[C:16]([N+:20]([O-])=O)[S:15]2)=[CH:12][CH:11]=[CH:10][CH:9]=1)=[O:4].[H][H]>O1CCCC1.[Ni]>[CH3:1][O:2][C:3]([CH2:5][O:6][C:7](=[O:24])[C:8]1[C:13]([C:14]2([Cl:23])[CH2:18][C:17]([F:19])=[C:16]([NH2:20])[S:15]2)=[CH:12][CH:11]=[CH:10][CH:9]=1)=[O:4]. Reported procedure: 10.4 g of the 2-chloro-4-fluoro-5-nitro-thiolbenzoic acid (methoxycarbonylmethyl) ester obtained in accordance with Example P1 are hydrogenated with hydrogen under normal pressure in 150 ml of tetrahydrofuran at a temperature of 20°-25° C. in the presence of 2 g of Raney nickel catalyst. After the stoichiometric amount of hydrogen has been consumed, the catalyst is separated off and the solution is concentrated by evaporation, yielding 8.6 g of 5-amino-2-chloro-4-fluoro-thiolbenzoic acid (methox... Starting materials: benzyl ester, N1[C@H](C(=O)O)CCC1 (L-proline), C(C)(C)(C)OC(=O)N[C@@H](C)C(=O)O (N-tert.-butoxycarbonyl-L-alanine), ON1N=NC2=C1C=CC=C2 (1-hydroxybenzotriazole), C(C)N1CCOCC1 (N-ethylmorpholine). Solvent: O1CCCC1 (tetrahydrofuran), C(C)(=O)OCC (ethyl acetate). Conditions: time 30 minute. Yields the product C(C)(C)(C)OC(=O)N[C@@H](C)C(=O)N1[C@H](C(=O)OCC2=CC=CC=C2)CCC1 (N-tert.-butoxycarbonyl-L-alanyl-L-proline, benzyl ester). Reaction SMILES: [NH:1]1[CH2:8][CH2:7][CH2:6][C@H:2]1[C:3]([OH:5])=[O:4].[C:9]([O:13][C:14]([NH:16][C@H:17]([C:19]([OH:21])=O)[CH3:18])=[O:15])([CH3:12])([CH3:11])[CH3:10].ON1[C:27]2[CH:28]=[CH:29][CH:30]=[CH:31][C:26]=2N=N1.[CH2:32](N1CCOCC1)C>C(OCC)(=O)C.O1CCCC1>[C:9]([O:13][C:14]([NH:16][C@H:17]([C:19]([N:1]1[CH2:8][CH2:7][CH2:6][C@H:2]1[C:3]([O:5][CH2:32][C:26]1[CH:31]=[CH:30][CH:29]=[CH:28][CH:27]=1)=[O:4])=[O:21])[CH3:18])=[O:15])([CH3:10])([CH3:11])[CH3:12]. Procedure: A mixture of 6.0 g (0.025 m) of the benzyl ester of L-proline, 4.7 g (0.025 m) of N-tert.-butoxycarbonyl-L-alanine, 6.75 g (0.05 m) of 1-hydroxybenzotriazole, 3.2 ml (2.82 g, 0.025 m) of N-ethylmorpholine and 65 ml of dry tetrahydrofuran was cooled, filtered and added to a mixture of 5.15 g (0.025 m) of dicyclohexylcarbodiimide and 10 ml of tetrahydrofuran. The mixture was stirred at 0° for 30 minutes, then, at 25° for 18 hours. The reaction mixture was filtered. The filtrate was evaporated to g... Starting materials: C(C)N(C(C(C)Br)=O)CC(OCC)OCC (N-Ethyl-N-(2,2-diethoxyethyl)-α-bromoproprionamide), C([O-])([O-])=O.[Na+].[Na+] (sodium carbonate), propandiol-1,3, C=1(C(=CC=CC1)S(=O)(=O)O)C (toluenesulfonic acid). The solvent is C(C)O (ethanol). Product: C(C)N(C(C(C)Br)=O)CC1OCCCO1 (N-ethyl-N-(1,3-dioxan-2-ylmethyl)-α-bromoproprionamide). Reaction SMILES: [CH2:1]([N:3]([CH2:9][CH:10]([O:14][CH2:15][CH3:16])[O:11][CH2:12]C)[C:4](=[O:8])[CH:5]([Br:7])[CH3:6])[CH3:2].C1(C)C(S(O)(=O)=O)=CC=CC=1.C(=O)([O-])[O-].[Na+].[Na+]>C(O)C>[CH2:1]([N:3]([CH2:9][CH:10]1[O:11][CH2:12][CH2:16][CH2:15][O:14]1)[C:4](=[O:8])[CH:5]([Br:7])[CH3:6])[CH3:2] |f:2.3.4|. Procedure details: N-Ethyl-N-(2,2-diethoxyethyl)-α-bromoproprionamide (10 grams), propandiol-1,3 (3 ml) and trace amounts of toluenesulfonic acid are charged into a glass reaction vessel equipped with a mechanical stirrer, thermometer and reflux condenser. The reaction mixture is heated until no more ethanol is given off. After this time sodium carbonate (1 gram) is added to the mixture with stirring and the resulting mixture is distilled to yield the desired product N-ethyl-N-(1,3-dioxan-2-ylmethyl)-α-bromopropri...